From a dataset of the Open Reaction Database (ORD), a public repository of structured organic reaction records. describe an organic reaction: reactants, conditions, products, and yield The reactants are OC(C[C@@]1(CCN(C(O1)=O)[C@@H]1CNCC1)C1=CC=CC=C1)(C)C ((S)-6-(2-hydroxy-2-methylpropyl)-6-phenyl-3-((S)-pyrrolidin-3-yl)-1,3-oxazinan-2-one), ClC1=NC=CC(=N1)C(F)(F)F (2-chloro-4-(trifluoromethyl)pyrimidine). Product: OC(C[C@@]1(CCN(C(O1)=O)[C@@H]1CN(CC1)C1=NC=CC(=N1)C(F)(F)F)C1=CC=CC=C1)(C)C ((S)-6-(2-hydroxy-2-methylpropyl)-6-phenyl-3-((S)-1-(4-(trifluoromethyl)pyrimidin-2-yl)pyrrolidin-3-yl)-1,3-oxazinan-2-one). Reaction SMILES: [OH:1][C:2]([CH3:23])([CH3:22])[CH2:3][C@@:4]1([C:16]2[CH:21]=[CH:20][CH:19]=[CH:18][CH:17]=2)[O:9][C:8](=[O:10])[N:7]([C@H:11]2[CH2:15][CH2:14][NH:13][CH2:12]2)[CH2:6][CH2:5]1.Cl[C:25]1[N:30]=[C:29]([C:31]([F:34])([F:33])[F:32])[CH:28]=[CH:27][N:26]=1>>[OH:1][C:2]([CH3:23])([CH3:22])[CH2:3][C@@:4]1([C:16]2[CH:21]=[CH:20][CH:19]=[CH:18][CH:17]=2)[O:9][C:8](=[O:10])[N:7]([C@H:11]2[CH2:15][CH2:14][N:13]([C:25]3[N:30]=[C:29]([C:31]([F:34])([F:33])[F:32])[CH:28]=[CH:27][N:26]=3)[CH2:12]2)[CH2:6][CH2:5]1. Procedure: The title compound was prepared from (S)-6-(2-hydroxy-2-methylpropyl)-6-phenyl-3-((S)-pyrrolidin-3-yl)-1,3-oxazinan-2-one and 2-chloro-4-(trifluoromethyl)pyrimidine following a procedure analogous to that described in